Dataset: the Open Reaction Database (ORD), a public repository of structured organic reaction records. Task: describe an organic reaction: reactants, conditions, products, and yield Starting materials: ClC=1C=CC(=C(C=NO)C1)O (5-chloro-2-hydroxybenzaldoxime), ice water. Run in C(C)(=O)OC(C)=O (acetic anhydride). Reaction conditions: temperature 4 celsius, time 16 hour. Yields the product ClC1=CC(=C(C=C1)O)C#N (4-chloro-2-cyanophenol). Yield: 69.2%. RXN SMILES: [Cl:1][C:2]1[CH:3]=[CH:4][C:5]([OH:11])=[C:6]([CH:10]=1)[CH:7]=[N:8]O>C(OC(=O)C)(=O)C>[Cl:1][C:2]1[CH:3]=[CH:4][C:5]([OH:11])=[C:6]([C:7]#[N:8])[CH:10]=1. Reported procedure: A solution of 5-chloro-2-hydroxybenzaldoxime (4.2 g) in acetic anhydride (15 ml) was heated for 4 hours at reflux, then allowed to stand for 16 hours at ambient temperature. The mixture was added to a vigorously stirred ice-water mixture and after one hour the resulting solid was collected by filtration. 2M Sodium hydroxide solution (120 ml) was added to a stirred solution of this solid in methanol (50 ml) and the mixture stirred for 20 minutes. The pH of the mixture was then adjusted to 4.0 wit...